Dataset: the Open Reaction Database (ORD), a public repository of structured organic reaction records. Task: describe an organic reaction: reactants, conditions, products, and yield Reactants: CCOC(C)=O, Cn1c(=O)c(-c2c(Cl)cccc2Cl)cc2cnc(S(C)(=O)=O)nc21, Nc1ccc(Cl)cc1. Product: Cn1c(=O)c(-c2c(Cl)cccc2Cl)cc2cnc(Nc3ccc(Cl)cc3)nc21. RXN SMILES: [CH3:33][CH2:34][O:35][C:36](=[O:37])[CH3:38].[Cl:1][c:2]1[c:3](-[c:9]2[cH:10][c:11]3[c:12]([n:13][c:14]([S:17]([CH3:18])(=[O:19])=[O:20])[n:15][cH:16]3)[n:21]([CH3:24])[c:22]2=[O:23])[c:4]([Cl:8])[cH:5][cH:6][cH:7]1.[NH2:25][c:26]1[cH:27][cH:28][c:29]([Cl:30])[cH:31][cH:32]1>>[Cl:1][c:2]1[c:3](-[c:9]2[cH:10][c:11]3[c:12]([n:13][c:14]([NH:25][c:26]4[cH:27][cH:28][c:29]([Cl:30])[cH:31][cH:32]4)[n:15][cH:16]3)[n:21]([CH3:24])[c:22]2=[O:23])[c:4]([Cl:8])[cH:5][cH:6][cH:7]1. Reactants: CCC(C)Br, CCCCc1n[nH]c(=O)n1Cc1ccc(-c2ccccc2C#N)cc1, CN(C)C=O, CCOC(C)=O, [H-], [Na+]. Product: CCCCc1nn(C(C)CC)c(=O)n1Cc1ccc(-c2ccccc2C#N)cc1. As a reaction SMILES: [Br:33][CH:34]([CH3:35])[CH2:36][CH3:37].[CH2:1]([CH2:2][CH2:3][CH3:4])[c:5]1[n:6][nH:7][c:8](=[O:25])[n:9]1[CH2:10][c:11]1[cH:12][cH:13][c:14](-[c:17]2[c:18]([C:23]#[N:24])[cH:19][cH:20][cH:21][cH:22]2)[cH:15][cH:16]1.[CH3:26][N:27]([CH3:28])[CH:29]=[O:30].[CH3:38][CH2:39][O:40][C:41](=[O:42])[CH3:43].[H-:31].[Na+:32]>>[CH2:1]([CH2:2][CH2:3][CH3:4])[c:5]1[n:6][n:7]([CH:34]([CH3:35])[CH2:36][CH3:37])[c:8](=[O:25])[n:9]1[CH2:10][c:11]1[cH:12][cH:13][c:14](-[c:17]2[c:18]([C:23]#[N:24])[cH:19][cH:20][cH:21][cH:22]2)[cH:15][cH:16]1. Starting materials: N1=C(C=CC=C1)C(=O)O (pyridine-2-carboxylic acid), Cl.CN(CCCN=C=NCC)C (1-(3-dimethylaminopropyl)-3-ethylcarbodiimide monohydrochloride), NC1=CC(=C(C=C1)C1N(CCC1)C(=O)OC(C)(C)C)F (t-butyl 2-(4-amino-2-fluoro-phenyl)-pyrrolidine-1-carboxylate), C([O-])(O)=O.[Na+] (sodium bicarbonate). Solvent: N1=CC=CC=C1 (pyridine), C(Cl)(Cl)Cl (chloroform), C(Cl)(Cl)Cl (chloroform), C(Cl)(Cl)Cl (chloroform). Conditions: time 3 hour. The product is C(C)(=O)N1C(CCC1)C1=C(C=C(C=C1)NC(=O)C1=NC=CC=C1)F (pyridine-2-carboxylic acid-(4-(1-acetyl-pyrrolidin-2-yl)-3-fluoro-phenyl)-amide). As a reaction SMILES: [N:1]1[CH:6]=[CH:5][CH:4]=[CH:3][C:2]=1[C:7]([OH:9])=O.Cl.[CH3:11]N(C)CCCN=C=NCC.[NH2:22][C:23]1[CH:28]=[CH:27][C:26]([CH:29]2[CH2:33][CH2:32][CH2:31][N:30]2[C:34](OC(C)(C)C)=[O:35])=[C:25]([F:41])[CH:24]=1.C(=O)(O)[O-].[Na+]>C(Cl)(Cl)Cl.N1C=CC=CC=1>[C:34]([N:30]1[CH2:31][CH2:32][CH2:33][CH:29]1[C:26]1[CH:27]=[CH:28][C:23]([NH:22][C:7]([C:2]2[CH:3]=[CH:4][CH:5]=[CH:6][N:1]=2)=[O:9])=[CH:24][C:25]=1[F:41])(=[O:35])[CH3:11] |f:1.2,4.5|. Procedure: 90 mg of pyridine-2-carboxylic acid and 190 mg of 1-(3-dimethylaminopropyl)-3-ethylcarbodiimide monohydrochloride were added in order to a pyridine (2 ml) solution of 181 mg of t-butyl 2-(4-amino-2-fluoro-phenyl)-pyrrolidine-1-carboxylate, and the reaction liquid was stirred at room temperature for 3 hours. The reaction liquid was diluted with chloroform, washed with water and saturated saline, and dried with anhydrous magnesium sulfate. The solvent was evaporated away under reduced pressure, an... Starting materials: BrC1=C(C(=CC=C1)[N+](=O)[O-])F (1-bromo-2-fluoro-3-nitrobenzene), FC1=C(C=CC=C1)B(O)O (2-fluorophenylboronic acid), C([O-])([O-])=O.[K+].[K+] (potassium carbonate), Pd(dppf)Cl2CH2Cl2. Solvent: O1CCOCC1 (dioxane), O (water), C(Cl)Cl (CH2Cl2). Run at temperature 100 celsius. The product is FC1=C(C=CC=C1[N+](=O)[O-])C1=C(C=CC=C1)F (2,2′-Difluoro-3-nitro-biphenyl). As a reaction SMILES: Br[C:2]1[CH:7]=[CH:6][CH:5]=[C:4]([N+:8]([O-:10])=[O:9])[C:3]=1[F:11].[F:12][C:13]1[CH:18]=[CH:17][CH:16]=[CH:15][C:14]=1B(O)O.C(=O)([O-])[O-].[K+].[K+]>O1CCOCC1.O.C(Cl)Cl>[F:11][C:3]1[C:4]([N+:8]([O-:10])=[O:9])=[CH:5][CH:6]=[CH:7][C:2]=1[C:14]1[CH:15]=[CH:16][CH:17]=[CH:18][C:13]=1[F:12] |f:2.3.4|. Reported procedure: To a solution of 1-bromo-2-fluoro-3-nitrobenzene [58534-94-4] (150 mg, 0.68 mmol) and 2-fluorophenylboronic acid [1193-03-9] (191 mg, 1.36 mmol) in dioxane (4 mL) and water (1 mL) was added potassium carbonate (236 mg, 1.70 mmol) and Pd(dppf)Cl2CH2Cl2 adduct (55.7 mg, 0.068 mmol). The solution was heated for 30 min at 100° C. under microwave irradiation. The reaction mixture was diluted with CH2Cl2 and the resulting solution was washed successively with saturated aqueous NaHCO3 solution, 1N HCl ... Reactants: CCOCC, ClC(Cl)Cl, Oc1cccc(Oc2ncc(Cl)cn2)c1, O, O=[N+]([O-])O. Yields the product O=[N+]([O-])c1ccc(Oc2ncc(Cl)cn2)cc1O. Reaction SMILES: [CH3:25][CH2:26][O:27][CH2:28][CH3:29].[CH:21]([Cl:22])([Cl:23])[Cl:24].[Cl:5][c:6]1[cH:7][n:8][c:9]([O:12][c:13]2[cH:14][c:15]([OH:19])[cH:16][cH:17][cH:18]2)[n:10][cH:11]1.[OH2:20].[OH:1][N+:2]([O-:3])=[O:4]>>[O-:1][N+:2](=[O:4])[c:16]1[c:15]([OH:19])[cH:14][c:13]([O:12][c:9]2[n:8][cH:7][c:6]([Cl:5])[cH:11][n:10]2)[cH:18][cH:17]1. Starting materials: ClC1=CC=CC=C1 (chlorobenzene), ClS(=O)(=O)O (chlorosulfonic acid). Conditions: time 3 hour. Product: C1=CC(=CC=C1S(=O)(=O)C2=CC=C(C=C2)Cl)Cl (4,4'-dichlorodiphenylsulfone). Yield: 22.3%. Reaction SMILES: [Cl:1][C:2]1[CH:7]=[CH:6][CH:5]=[CH:4][CH:3]=1.Cl[S:9]([OH:12])(=O)=[O:10]>>[CH:4]1[C:5]([S:9]([C:5]2[CH:6]=[CH:7][C:2]([Cl:1])=[CH:3][CH:4]=2)(=[O:12])=[O:10])=[CH:6][CH:7]=[C:2]([Cl:1])[CH:3]=1. Reported procedure: To 112 g (1 mole) of chlorobenzene was added 123 g (1.1 moles) of chlorosulfonic acid at 10° to 20° C. After the addition, while being maintained at 20° to 30° C., the mixture was stirred for 3 hours to complete the reaction. A 0.1 mole quantity of the unreacted chlorobenzene was recovered in the same manner as in Example 1 and 32 g of 4,4'-dichlorodiphenylsulfone was obtained in 25% yield. M.P. 148.5° to 149.5° C. Purity of 99.8%. Reactants: COC(=O)Cc1ccccc1C, COC=C(C(=O)OC)c1ccccc1C. The product is COC(=O)C(C=O)c1ccccc1C. As a reaction SMILES: [CH3:16][c:17]1[cH:18][cH:19][cH:20][cH:21][c:22]1[CH2:23][C:24]([O:25][CH3:26])=[O:27].[CH3:1][c:2]1[c:3]([C:8]([C:9](=[O:10])[O:11][CH3:12])=[CH:13][O:14][CH3:15])[cH:4][cH:5][cH:6][cH:7]1>>[CH3:1][c:2]1[c:3]([CH:8]([C:9](=[O:10])[O:11][CH3:12])[CH:13]=[O:14])[cH:4][cH:5][cH:6][cH:7]1. Reactants: C1(=CC=CC=C1)S(=O)(=O)C1O[C@@H](CCCC1)COC1=CC=C(C=C1)F ((2RS,7S)-2-(benzenesulfonyl)-7-(4-fluorophenoxymethyl)oxepane), C(C)(C)[Mg]Br (isopropylmagnesiumbromide), C(C)(C)Br (isopropyl bromide), [Mg] (magnesium), BrCCBr (1,2-dibromoethane), O1C(CCCC1)C(=O)CCC#C (4-tetrahydropyranoyl-1-butyne). The reagents and catalysts are [Zn+2].[Br-].[Br-] (ZnBr2). Solvent: C1CCOC1 (THF), C1CCOC1 (THF), C1CCOC1 (THF), C1CCOC1 (THF), C1CCOC1 (THF). Run at time 1 hour. The product is FC1=CC=C(OC[C@@H]2CCCC[C@H](O2)C#CCCC(=O)C2OCCCC2)C=C1 ((2S,7S)-7-(4-fluorophenoxymethyl)-2-(4-tetrahydropyranoyl-1-butynyl)oxepane). As a reaction SMILES: [Mg].BrCCBr.C(Br)(C)C.C([Mg]Br)(C)C.[O:15]1[CH2:20][CH2:19][CH2:18][CH2:17][CH:16]1[C:21]([CH2:23][CH2:24][C:25]#[CH:26])=[O:22].C1(S([CH:36]2[CH2:42][CH2:41][CH2:40][CH2:39][C@@H:38]([CH2:43][O:44][C:45]3[CH:50]=[CH:49][C:48]([F:51])=[CH:47][CH:46]=3)[O:37]2)(=O)=O)C=CC=CC=1>C1COCC1.[Zn+2].[Br-].[Br-]>[F:51][C:48]1[CH:47]=[CH:46][C:45]([O:44][CH2:43][C@H:38]2[O:37][C@H:36]([C:26]#[C:25][CH2:24][CH2:23][C:21]([CH:16]3[CH2:17][CH2:18][CH2:19][CH2:20][O:15]3)=[O:22])[CH2:42][CH2:41][CH2:40][CH2:39]2)=[CH:50][CH:49]=1 |f:7.8.9|. Procedure details: To a suspension of magnesium (0.58 g, 24.2 mmol) in dry THF (10 ml) was added catalytic 1,2-dibromoethane followed by dropwise addition of a soluton of isopropyl bromide (1.85 g, 15.1 mmol) in THF (5 ml). The reaction mixture was stirred for 1 hour and isopropylmagnesiumbromide was cannulated into a 50 ml two-necked flask. A solution of 4-tetrahydropyranoyl-1-butyne (1.86 g, 12.0 mmol) in THF (5 ml) was added and the mixture was stirred for 30 minutes followed by addition of freshly prepared ZnB...